Dataset: the Open Reaction Database (ORD), a public repository of structured organic reaction records. Task: describe an organic reaction: reactants, conditions, products, and yield The reagents and catalysts are O=[Pt]=O (PtO2). Reported procedure: A mixture of 4-bromo-1-chloro-2-isopropenylbenzene (357 mg, 1.54 mmol, 1 eq) and PtO2 (35 mg, 0.15 mmol, 0.1 eq) in 4 ml toluene was stirred under an atmosphere of hydrogen at RT overnight. The reaction mixture was then filtered through celite® and the filtrate was evaporated to dryness to give the desired product (260 mg, 72%). 1H NMR (CDCl3, 300 MHz): 7.39 (d, J=2 Hz, 1H), 7.26-7.16 (m, 2H), 3.35 (sept, J=7 Hz, 1H), 1.23 (d, J=7 Hz, 6H). RXN SMILES: [Br:1][C:2]1[CH:7]=[CH:6][C:5]([Cl:8])=[C:4]([C:9]([CH3:11])=[CH2:10])[CH:3]=1>C1(C)C=CC=CC=1.O=[Pt]=O>[Br:1][C:2]1[CH:7]=[CH:6][C:5]([Cl:8])=[C:4]([CH:9]([CH3:11])[CH3:10])[CH:3]=1. Conditions: time 8 hour. The product is BrC1=CC(=C(C=C1)Cl)C(C)C (4-bromo-1-chloro-2-isopropylbenzene). The yield is 72.3%. Starting materials: BrC1=CC(=C(C=C1)Cl)C(=C)C (4-bromo-1-chloro-2-isopropenylbenzene). Run in C1(=CC=CC=C1)C (toluene). Reported procedure: 2-bromo-4-methanesulfonylaniline was coupled to the title compound of Example 89, step 1 in a manner similar to Example 89, step 2. The resulting product was reacted with cyclopropanecarbonyl chloride using diisopropylethylamine in THF to prepare the title compound. 1H NMR (CDCl3, 400 MHz) δ 9.38 (s, 1H), 8.34 (d, J=8.0 Hz, 1H), 8.23 (d, J=8.8 Hz, 1H), 7.96 (d, J=8.8 Hz, 1H), 7.83 (s, 1H), 7.53-7.64 (m, 3H), 6.94 (d, J=8.0 Hz, 1H), 3.59 (s, 3H), 3.25 (m, 3H), 1.64 (brs, 1H), 0.52-0.75 (m, 4H). L... Run in C1CCOC1 (THF). RXN SMILES: Br[C:2]1[CH:8]=[C:7]([S:9]([CH3:12])(=[O:11])=[O:10])[CH:6]=[CH:5][C:3]=1[NH2:4].[CH3:13][N:14]1[CH:23]=[C:22](B2OC(C)(C)C(C)(C)O2)[C:21]2[C:16](=[CH:17][CH:18]=[CH:19][CH:20]=2)[C:15]1=[O:33].[CH:34]1([C:37](Cl)=[O:38])[CH2:36][CH2:35]1.C(N(C(C)C)CC)(C)C>C1COCC1>[CH3:13][N:14]1[CH:23]=[C:22]([C:2]2[CH:8]=[C:7]([S:9]([CH3:12])(=[O:11])=[O:10])[CH:6]=[CH:5][C:3]=2[NH:4][C:37]([CH:34]2[CH2:36][CH2:35]2)=[O:38])[C:21]2[C:16](=[CH:17][CH:18]=[CH:19][CH:20]=2)[C:15]1=[O:33]. Reactants: BrC1=C(N)C=CC(=C1)S(=O)(=O)C (2-bromo-4-methanesulfonylaniline), C(C)(C)N(CC)C(C)C (diisopropylethylamine), CN1C(C2=CC=CC=C2C(=C1)B1OC(C(O1)(C)C)(C)C)=O (2-methyl-4-(4,4,5,5-tetramethyl-1,3,2-dioxaborolan-2-yl)isoquinolin-1-one), C1(CC1)C(=O)Cl (cyclopropanecarbonyl chloride). Product: CN1C(C2=CC=CC=C2C(=C1)C1=C(C=CC(=C1)S(=O)(=O)C)NC(=O)C1CC1)=O (N-[2-(2-methyl-1-oxoisoquinolin-4-yl)-4-methylsulfonylphenyl]cyclopropanecarboxamide). Reactants: C(CCC)OC(=O)C=1N=C(C2=CC=C(C=C2C1O)OC)Br (1-bromo-4-hydroxy-6-methoxy-isoquinoline-3-carboxylic acid butyl ester), [Cu]C#N (copper(I) cyanide). Run in CN(C=O)C (dimethylformamide). Yields the product C(CCC)OC(=O)C=1N=C(C2=CC=C(C=C2C1O)OC)C#N (1-Cyano-4-hydroxy-6-methoxy-isoquinoline-3-carboxylic acid butyl ester). The yield is 48.7%. Reaction SMILES: [CH2:1]([O:5][C:6]([C:8]1[N:9]=[C:10](Br)[C:11]2[C:16]([C:17]=1[OH:18])=[CH:15][C:14]([O:19][CH3:20])=[CH:13][CH:12]=2)=[O:7])[CH2:2][CH2:3][CH3:4].[Cu][C:23]#[N:24]>CN(C)C=O>[CH2:1]([O:5][C:6]([C:8]1[N:9]=[C:10]([C:23]#[N:24])[C:11]2[C:16]([C:17]=1[OH:18])=[CH:15][C:14]([O:19][CH3:20])=[CH:13][CH:12]=2)=[O:7])[CH2:2][CH2:3][CH3:4]. Procedure details: A mixture of 1-bromo-4-hydroxy-6-methoxy-isoquinoline-3-carboxylic acid butyl ester (290 mg, 0.82 mmol) and copper(I) cyanide (147 mg, 1.64 mmol) in anhydrous dimethylformamide (4 mL) was refluxed for ten minutes before it was cooled to room temperature and quenched with water. The resulting slurry was stirred with chloroform/isopropanol (3:1, 40 mL) and water for ten minutes and was then filtered. The organic layer of the filtrate was separated, washed with water, and brine, before it was dried... The reactants are C(=O)(O)C=1C=CC2=C(SC(O2)(C)C)C1 (5-Carboxy-2,2-Dimethyl-1,3-Benzoxathiole), Cl (hydrogen chloride), C(C(=O)Cl)(=O)Cl (oxalyl chloride), solution ( VI ). Solvent: CCOCC (ether). Run at time 2 hour. Yields the product ClCC(=O)C=1C=CC2=C(SC(O2)(C)C)C1 (5-Chloroacetyl-2,2-Dimethyl-1,3-Benzoxathiole). Yield: 52.0%. As a reaction SMILES: [C:1]([C:4]1[CH:5]=[CH:6][C:7]2[O:11][C:10]([CH3:13])([CH3:12])[S:9][C:8]=2[CH:14]=1)([OH:3])=O.C(Cl)(=O)[C:16]([Cl:18])=O.Cl>CCOCC>[Cl:18][CH2:16][C:1]([C:4]1[CH:5]=[CH:6][C:7]2[O:11][C:10]([CH3:13])([CH3:12])[S:9][C:8]=2[CH:14]=1)=[O:3]. Procedure details: A mixture consisting of 10 g of 5-carboxy-2,2-dimethyl-1,3-benzoxathiole (IV), 10 g of oxalyl chloride and 20 ml of ether was boiled gently for 2 hours. The solution was cooled and evaporated and the residue (V) was added to an ether solution of diazomethane prepared from 25 g of N-nitroso-N-methyl urea. After stirring the mixture for 18 hours at room temperature the solution (VI) was acidified with methanolic hydrogen chloride and then evaporated to leave a solid residue which was recrystallize... Starting materials: solution, Cl (hydrogen chloride), CC(C=C)=O (but-3-en-2-one), ClC=1C=CC(=NC1)NC([S-])=S.C(C)[NH+](CC)CC (triethylammonium 5-chloropyrid-2-yldithiocarbamate). The solvent is C(C)OCC (diethyl ether), C(Cl)(Cl)Cl (chloroform), C(Cl)(Cl)Cl (chloroform), C(Cl)Cl (methylene chloride), C(Cl)(Cl)Cl (chloroform). Reaction conditions: time 1 hour. Product: ClC=1C=CC(=NC1)NC(SCCC(C)=O)=S (3-Oxobutyl 5-chloropyrid-2-yldithiocarbamate). The yield is 48.1%. Reaction SMILES: [CH3:1][C:2](=[O:5])[CH:3]=[CH2:4].[Cl:6][C:7]1[CH:8]=[CH:9][C:10]([NH:13][C:14](=[S:16])[S-:15])=[N:11][CH:12]=1.C([NH+](CC)CC)C.Cl>C(Cl)(Cl)Cl.C(OCC)C.C(Cl)Cl>[Cl:6][C:7]1[CH:8]=[CH:9][C:10]([NH:13][C:14](=[S:15])[S:16][CH2:4][CH2:3][C:2](=[O:5])[CH3:1])=[N:11][CH:12]=1 |f:1.2|. Procedure details: A solution of but-3-en-2-one (25.6 g) in anhydrous chloroform (90 cc) is added, at a maximum temperature of 5° C., to a suspension of triethylammonium 5-chloropyrid-2-yldithiocarbamate (110.0 g) in anhydrous chloroform (540 cc). The reaction is allowed to proceed for 1 hour at a maximum temperature of 5° C. A 3.7 N solution of hydrogen chloride in diethyl ether (97 cc) is added, at a maximum temperature of 0° C., and the mixture is then diluted with chloroform (500 cc). The chloroform solution i... Reactants: C1CCOC1, NC(=O)c1sc2nccc(OS(=O)(=O)C(F)(F)F)c2c1N, Nc1ccccc1. Yields the product NC(=O)c1sc2nccc(Nc3ccccc3)c2c1N. Reaction SMILES: [CH2:29]1[O:30][CH2:31][CH2:32][CH2:33]1.[NH2:1][c:2]1[c:3]([C:19]([NH2:20])=[O:21])[s:4][c:5]2[n:6][cH:7][cH:8][c:9]([O:11][S:12]([C:13]([F:14])([F:15])[F:16])(=[O:17])=[O:18])[c:10]12.[NH2:22][c:23]1[cH:24][cH:25][cH:26][cH:27][cH:28]1>>[NH2:1][c:2]1[c:3]([C:19]([NH2:20])=[O:21])[s:4][c:5]2[n:6][cH:7][cH:8][c:9]([NH:22][c:23]3[cH:24][cH:25][cH:26][cH:27][cH:28]3)[c:10]12.